Dataset: the Open Reaction Database (ORD), a public repository of structured organic reaction records. Task: describe an organic reaction: reactants, conditions, products, and yield Reactants: FC=1C(=NC=C(C1)CNC(=O)C1=CC=C(C=N1)N1CCN(CC1)C(=O)OC(C)(C)C)C1=CC(=NC=C1)C(F)(F)F (tert-butyl 4-(6-((3-fluoro-2′-(trifluoromethyl)-2,4′-bipyridin-5-yl)methylcarbamoyl)pyridin-3-yl)piperazine-1-carboxylate), C(=O)(C(F)(F)F)O (TFA). Solvent: ClCCl (dichloromethane). Conditions: time 2 hour. The product is FC=1C(=NC=C(C1)CNC(C1=NC=C(C=C1)N1CCNCC1)=O)C1=CC(=NC=C1)C(F)(F)F (N-((3-fluoro-2′-(trifluoromethyl)-2,4′-bipyridin-5-yl)methyl)-5-(piperazin-1-yl)picolinamide). As a reaction SMILES: [F:1][C:2]1[C:3]([C:31]2[CH:36]=[CH:35][N:34]=[C:33]([C:37]([F:40])([F:39])[F:38])[CH:32]=2)=[N:4][CH:5]=[C:6]([CH2:8][NH:9][C:10]([C:12]2[N:17]=[CH:16][C:15]([N:18]3[CH2:23][CH2:22][N:21](C(OC(C)(C)C)=O)[CH2:20][CH2:19]3)=[CH:14][CH:13]=2)=[O:11])[CH:7]=1.C(O)(C(F)(F)F)=O>ClCCl>[F:1][C:2]1[C:3]([C:31]2[CH:36]=[CH:35][N:34]=[C:33]([C:37]([F:40])([F:38])[F:39])[CH:32]=2)=[N:4][CH:5]=[C:6]([CH2:8][NH:9][C:10](=[O:11])[C:12]2[CH:13]=[CH:14][C:15]([N:18]3[CH2:23][CH2:22][NH:21][CH2:20][CH2:19]3)=[CH:16][N:17]=2)[CH:7]=1. Reported procedure: To a solution of tert-butyl 4-(6-((3-fluoro-2′-(trifluoromethyl)-2,4′-bipyridin-5-yl)methylcarbamoyl)pyridin-3-yl)piperazine-1-carboxylate 49-5 (106 mg, 0.21 mmol) in dichloromethane (2 mL) was added TFA (1 mL) dropwise. The mixture was stirred at room temperature for 2 hours, and the solvents were removed by rotary evaporation. The residue was dissolved in ethyl acetate (100 mL), washed with saturated aqueous NaHCO3 solution, H2O and brine, dried over Na2SO4 and concentrated to dryness by rotar... Reaction conditions: temperature 70 celsius, time 2 hour. Procedure details: 11.25 g (263 mmol; 1.05 eq) of cyanamide was placed is isopropanol (800 ml per tool of ethyl trifluoroacetoacetate; EtTFAA) at 50° C. and HCl gas (18.3 g; 500 mmol; 2.0 eq) was passed through the mixture for one hour. When the introduction of HCl had ended, the mixture was stirred for 2 hours at 70° C. It was then allowed to cool to room temperature and 3/4 of the solvent was evaporated off on a rotary evaporator. 80 ml of water (320 ml per mol of ethyl trifluoroacetoacetate) was added at room t... Isolated yield 69.8%. The reactants are [OH-].[Na+] (NaOH), N#CN (cyanamide), [OH-].[Na+] (NaOH), C(C)(C)O (isopropanol), Cl (HCl), Cl (HCl), FC(C(CC(=O)OCC)=O)(F)F (Ethyl trifluoroacetoacetate). Product: C(C)(C)OC1=NC(=CC(=N1)O)C(F)(F)F (2-isopropoxy-6-(trifluoromethyl)pyrimidin-4-ol). RXN SMILES: [N:1]#[C:2][NH2:3].Cl.[OH-].[Na+].[F:7][C:8]([F:18])([F:17])[C:9](=O)[CH2:10][C:11]([O:13]CC)=O.[CH:19]([OH:22])([CH3:21])[CH3:20]>>[CH:19]([O:22][C:2]1[N:3]=[C:11]([OH:13])[CH:10]=[C:9]([C:8]([F:7])([F:17])[F:18])[N:1]=1)([CH3:21])[CH3:20] |f:2.3|. The reactants are FC=1C=C2CCC(C2=CC1)NC1=NC2=CC=C(C=C2C=C1)N (rac-N2-(5-fluoro-indan-1-yl)-quinoline-2,6-diamine), C(C)(C)N=C=O (isopropyl isocyanate). Product: FC=1C=C2CCC(C2=CC1)NC1=NC2=CC=C(C=C2C=C1)NC(=O)NC(C)C (rac-1-[2-(5-Fluoro-indan-1-ylamino)-quinolin-6-yl]-3-isopropyl-urea). Reaction SMILES: [F:1][C:2]1[CH:3]=[C:4]2[C:8](=[CH:9][CH:10]=1)[CH:7]([NH:11][C:12]1[CH:21]=[CH:20][C:19]3[C:14](=[CH:15][CH:16]=[C:17]([NH2:22])[CH:18]=3)[N:13]=1)[CH2:6][CH2:5]2.[CH:23]([N:26]=[C:27]=[O:28])([CH3:25])[CH3:24]>>[F:1][C:2]1[CH:3]=[C:4]2[C:8](=[CH:9][CH:10]=1)[CH:7]([NH:11][C:12]1[CH:21]=[CH:20][C:19]3[C:14](=[CH:15][CH:16]=[C:17]([NH:22][C:27]([NH:26][CH:23]([CH3:25])[CH3:24])=[O:28])[CH:18]=3)[N:13]=1)[CH2:6][CH2:5]2. Procedure details: The title compound was prepared in accordance with the general method described in example 3 from rac-N2-(5-fluoro-indan-1-yl)-quinoline-2,6-diamine and isopropyl isocyanate; MS: m/e=379.4 (M+H+). The reactants are FC1=C(N)C(=CC(=C1F)F)[N+](=O)[O-] (2,3,4-Trifluoro-6-nitroaniline), OC1=CC=C(C=O)C=C1 (4-hydroxybenzaldehyde), C(=O)([O-])[O-].[Cs+].[Cs+] (Cs2CO3). Solvent: CN(C=O)C (dimethylformamide). Product: NC=1C(=C(C(=CC1[N+](=O)[O-])F)OC1=CC=C(C=O)C=C1)F (4-[(3-amino-2,6-difluoro-4-nitrophenyl)oxy]benzaldehyde). As a reaction SMILES: [F:1][C:2]1[C:8](F)=[C:7]([F:10])[CH:6]=[C:5]([N+:11]([O-:13])=[O:12])[C:3]=1[NH2:4].[OH:14][C:15]1[CH:22]=[CH:21][C:18]([CH:19]=[O:20])=[CH:17][CH:16]=1.C([O-])([O-])=O.[Cs+].[Cs+]>CN(C)C=O>[NH2:4][C:3]1[C:2]([F:1])=[C:8]([O:14][C:15]2[CH:22]=[CH:21][C:18]([CH:19]=[O:20])=[CH:17][CH:16]=2)[C:7]([F:10])=[CH:6][C:5]=1[N+:11]([O-:13])=[O:12] |f:2.3.4|. Reported procedure: 2,3,4-Trifluoro-6-nitroaniline (5 g, 26 mmol), 4-hydroxybenzaldehyde (3.5 g, 28.6 mmol) and Cs2CO3 (10.5 g, 32.6 mmol) were stirred in 150 mL of dimethylformamide at 65 degrees Centigrade for approximately 18 hours. The reaction mixture was concentrated and the residue was dissolved in ethyl acetate and water. The aqueous layer was extracted three times with ethyl acetate. The organic layers were combined, washed five times with brine, dried over Mg2SO4 and concentrated onto basic alumina. The r... Starting materials: ClC1=NC=CC(=C1)OC=1C(=CC(=NC1)[N+](=O)[O-])C (5-((2-chloropyridin-4-yl)oxy)-4-methyl-2-nitropyridine), C(C)(=O)N (acetamide), C(=O)([O-])[O-].[Cs+].[Cs+] (Cs2CO3), CC(C)C1=CC(=C(C(=C1)C(C)C)C2=C(C=CC=C2)P(C3CCCCC3)C4CCCCC4)C(C)C (X-Phos). The reagents and catalysts are C=1C=CC(=CC1)/C=C/C(=O)/C=C/C2=CC=CC=C2.C=1C=CC(=CC1)/C=C/C(=O)/C=C/C2=CC=CC=C2.C=1C=CC(=CC1)/C=C/C(=O)/C=C/C2=CC=CC=C2.[Pd].[Pd] (Pd2(dba)3). The solvent is O1CCOCC1 (dioxane), CCOC(=O)C (EtOAc). Run at temperature 90 celsius. The product is CC1=C(C=NC(=C1)[N+](=O)[O-])OC1=CC(=NC=C1)NC(C)=O (N-(4-((4-methyl-6-nitropyridin-3-yl)oxy)pyridin-2-yl)acetamide). Isolated yield 63.8%. Reaction SMILES: Cl[C:2]1[CH:7]=[C:6]([O:8][C:9]2[C:10]([CH3:18])=[CH:11][C:12]([N+:15]([O-:17])=[O:16])=[N:13][CH:14]=2)[CH:5]=[CH:4][N:3]=1.[C:19]([NH2:22])(=[O:21])[CH3:20].C([O-])([O-])=O.[Cs+].[Cs+].CC(C1C=C(C(C)C)C(C2C=CC=CC=2P(C2CCCCC2)C2CCCCC2)=C(C(C)C)C=1)C>O1CCOCC1.CCOC(C)=O.C1C=CC(/C=C/C(/C=C/C2C=CC=CC=2)=O)=CC=1.C1C=CC(/C=C/C(/C=C/C2C=CC=CC=2)=O)=CC=1.C1C=CC(/C=C/C(/C=C/C2C=CC=CC=2)=O)=CC=1.[Pd].[Pd]>[CH3:18][C:10]1[CH:11]=[C:12]([N+:15]([O-:17])=[O:16])[N:13]=[CH:14][C:9]=1[O:8][C:6]1[CH:5]=[CH:4][N:3]=[C:2]([NH:22][C:19](=[O:21])[CH3:20])[CH:7]=1 |f:2.3.4,8.9.10.11.12|. Procedure details: A solution of 5-((2-chloropyridin-4-yl)oxy)-4-methyl-2-nitropyridine (0.52 g, 1.957 mmol) in dioxane (15 mL) was sparged with Ar, treated with acetamide (0.347 g, 5.87 mmol), Cs2CO3 (0.638 g, 1.957 mmol), X-Phos (0.093 g, 0.196 mmol) and Pd2(dba)3 (0.179 g, 0.196 mmol) and heated at 90° C. overnight. The mixture was cooled to RT, diluted with EtOAc, the solids removed via filtration through diatomaceous earth, washed with EtOAc and the filtrate was washed with water, then brine, dried over Na2SO... Run in O1CCCC1 (tetrahydrofuran). Reagents/catalysts: [Ni] (Raney nickel). Yields the product COC(C1=C(C=C(C(=C1)N)N)OC)=O (methyl-4,5-diamino-2-methoxybenzoate). The reactants are COC(C1=C(C=C(C(=C1)[N+](=O)[O-])N)OC)=O (methyl-4-amino-2-methoxy-5-nitrobenzoate). As a reaction SMILES: [CH3:1][O:2][C:3](=[O:16])[C:4]1[CH:9]=[C:8]([N+:10]([O-])=O)[C:7]([NH2:13])=[CH:6][C:5]=1[O:14][CH3:15]>O1CCCC1.[Ni]>[CH3:1][O:2][C:3](=[O:16])[C:4]1[CH:9]=[C:8]([NH2:10])[C:7]([NH2:13])=[CH:6][C:5]=1[O:14][CH3:15]. Procedure: To a mixture of 29.0 g (0.16 mole) of methyl-4-amino-2-methoxybenzoate, 0.5 g of 4-dimethylaminopyridine, and 16.0 gm (0.16 mole) of triethylamine in 500 ml of dichloromethane was added in batches 22 ml (ca. 0.23 mole) of acetic acid. After two hours the reaction mixture was neutralized with sodium bicarbonate (in solution and as a solid). The organic phase was washed successively with aqueous sodium bicarbonate. The organic phase was washed successively with aqueous sodium bicarbonate and brine...